From a dataset of the Open Reaction Database (ORD), a public repository of structured organic reaction records. describe an organic reaction: reactants, conditions, products, and yield The solvent is O (water), C1(=CC=CC=C1)C (toluene). Procedure: To a solution of 3-methylbutanenitrile (250 mg, 3.0 mmol) and AlCl3 (400 mg, 3.0 mmol) in toluene (6 mL) was added 4-chloroaniline (383 mg, 3.0 mmol). The resulting solution was stirred at reflux for 2 h, diluted with water, and extracted with EtOAc. The aqueous layer was neutralized with saturated NaHCO3 solution and extracted with EtOAc. The combined extracts were dried over MgSO4, filtered, and concentrated. The crude product (364 mg, 58% yield) was used for the next step without purification... Yields the product ClC1=CC=C(C=C1)NC(CC(C)C)=N (N-(4-chlorophenyl)-3-methylbutanimidamide). Reactants: CC(CC#N)C (3-methylbutanenitrile), [Al+3].[Cl-].[Cl-].[Cl-] (AlCl3), ClC1=CC=C(N)C=C1 (4-chloroaniline). RXN SMILES: [CH3:1][CH:2]([CH3:6])[CH2:3][C:4]#[N:5].[Al+3].[Cl-].[Cl-].[Cl-].[Cl:11][C:12]1[CH:18]=[CH:17][C:15]([NH2:16])=[CH:14][CH:13]=1>C1(C)C=CC=CC=1.O>[Cl:11][C:12]1[CH:18]=[CH:17][C:15]([NH:16][C:4](=[NH:5])[CH2:3][CH:2]([CH3:6])[CH3:1])=[CH:14][CH:13]=1 |f:1.2.3.4|. Yield: 57.6%. Starting materials: CC(=O)OC(C)=O, CC(=O)O, CC=O, O=Cc1ccccc1. The product is O=CC=Cc1ccccc1. RXN SMILES: [CH3:12][C:13]([O:14][C:15](=[O:16])[CH3:17])=[O:18].[CH3:19][C:20](=[O:21])[OH:22].[CH:1]([CH3:2])=[O:3].[CH:4](=[O:5])[c:6]1[cH:7][cH:8][cH:9][cH:10][cH:11]1>>[CH:1]([CH:2]=[CH:4][c:6]1[cH:7][cH:8][cH:9][cH:10][cH:11]1)=[O:3]. Reactants: O=C([O-])O, CC(C)CCON=O, ClCCl, CCOCC, CCOC(C)=O, Cl, C=CCC1C(N)C(=O)N1C(C(=O)OC)=C(C)C, [Na+]. Product: C=CCC1C(Cl)C(=O)N1C(C(=O)OC)=C(C)C. Reaction SMILES: [C:27](=[O:28])([OH:29])[O-:30].[CH2:18]([O:19][N:20]=[O:21])[CH2:22][CH:23]([CH3:24])[CH3:25].[CH2:32]([Cl:33])[Cl:34].[CH2:35]([O:36][CH2:37][CH3:38])[CH3:39].[CH3:40][CH2:41][O:42][C:43](=[O:44])[CH3:45].[ClH:26].[NH2:1][CH:2]1[C:3](=[O:17])[N:4]([C:9]([C:10](=[O:11])[O:12][CH3:13])=[C:14]([CH3:15])[CH3:16])[CH:5]1[CH2:6][CH:7]=[CH2:8].[Na+:31]>>[CH:2]1([Cl:26])[C:3](=[O:17])[N:4]([C:9]([C:10](=[O:11])[O:12][CH3:13])=[C:14]([CH3:15])[CH3:16])[CH:5]1[CH2:6][CH:7]=[CH2:8]. Yields the product C(C1=CC=CC=C1)(=O)O[C@]1([C@@H](O[C@@H]([C@H]1OC(C1=CC=CC=C1)=O)COC(C1=CC=CC=C1)=O)N1C2=NC(=NC(=C2N=C1)Cl)N)C ((2R,3R,4R,5R)-2-(2-Amino-6-chloro-9H-purin-9-yl)-5-(benzoyloxymethyl)-3-methyltetrahydrofuran-3,4-diyl Dibenzoate). The reactants are C([O-])(O)=O.[Na+] (sodium bicarbonate), O(S(=O)(=O)C(F)(F)F)[Si](C)(C)C (trimethysilyl triflate), C(C1=CC=CC=C1)(=O)O[C@@H]1O[C@@H]([C@H]([C@@]1(C)OC(C1=CC=CC=C1)=O)OC(C1=CC=CC=C1)=O)COC(C1=CC=CC=C1)=O ((2S,3R,4R,5R)-5-(benzoyloxymethyl)-3-methyltetrahydrofuran-2,3,4-triyl tribenzoate), 2,3,4,5-tetra-O-benzoyl-2-C-methyl-β-D-ribofuranose, NC1=NC(=C2NC=NC2=N1)Cl (2-amino-6-chloropurine), CCCCCCC=CCCC (undec-7-ene). Procedure details: To a pre-cooled (0° C.) solution of (2S,3R,4R,5R)-5-(benzoyloxymethyl)-3-methyltetrahydrofuran-2,3,4-triyl tribenzoate (or 2,3,4,5-tetra-O-benzoyl-2-C-methyl-β-D-ribofuranose) (CarboSynth Ltd, 10.0 g, 17.22 mmol), 2-amino-6-chloropurine (Aldrich, 3.2 g, 18.87 mmol), and 1,8-diazabicycl[5.4.0]undec-7-ene (DBU) (7.7 mL, 51 mmol) in anhydrous acetonitrile (200 mL), was added trimethysilyl triflate (12.5 mL, 68.8 mmol) dropwise. The reaction mixture was then heated at 65° C. for 4 to 6 h, allowed to... RXN SMILES: C(O[C@H:10]1[C@@:14]([O:16][C:17](=[O:24])[C:18]2[CH:23]=[CH:22][CH:21]=[CH:20][CH:19]=2)([CH3:15])[C@H:13]([O:25][C:26](=[O:33])[C:27]2[CH:32]=[CH:31][CH:30]=[CH:29][CH:28]=2)[C@@H:12]([CH2:34][O:35][C:36](=[O:43])[C:37]2[CH:42]=[CH:41][CH:40]=[CH:39][CH:38]=2)[O:11]1)(=O)C1C=CC=CC=1.[NH2:44][C:45]1[N:53]=[C:52]2[C:48]([NH:49][CH:50]=[N:51]2)=[C:47]([Cl:54])[N:46]=1.CCCCCCC=CCCC.O([Si](C)(C)C)S(C(F)(F)F)(=O)=O.C(=O)(O)[O-].[Na+]>C(#N)C>[C:17]([O:16][C@:14]1([CH3:15])[C@H:13]([O:25][C:26](=[O:33])[C:27]2[CH:32]=[CH:31][CH:30]=[CH:29][CH:28]=2)[C@@H:12]([CH2:34][O:35][C:36](=[O:43])[C:37]2[CH:38]=[CH:39][CH:40]=[CH:41][CH:42]=2)[O:11][C@H:10]1[N:51]1[CH:50]=[N:49][C:48]2[C:52]1=[N:53][C:45]([NH2:44])=[N:46][C:47]=2[Cl:54])(=[O:24])[C:18]1[CH:23]=[CH:22][CH:21]=[CH:20][CH:19]=1 |f:4.5|. Conditions: temperature 65 celsius. Yield: 79.0%. Solvent: C(C)#N (acetonitrile). Reactants: C(C)(C)(C)OC(=O)N[C@H](C(=O)O)COC1=C(C=C(C=C1)F)[N+](=O)[O-] ((S)-2-tert-Butoxycarbonylamino-3-(4-fluoro-2-nitro-phenoxy)-propionic acid), ClCCl.CO (dichloromethane methanol). Reagents/catalysts: [Pd] (Pd). Run in CO (methanol). Product: NC1=C(OC[C@@H](C(=O)O)NC(=O)OC(C)(C)C)C=CC(=C1)F ((S)-3-(2-amino-4-fluoro-phenoxy)-2-tert-butoxycarbonylamino-propionic acid). Yield: 52.4%. Reaction SMILES: [C:1]([O:5][C:6]([NH:8][C@@H:9]([CH2:13][O:14][C:15]1[CH:20]=[CH:19][C:18]([F:21])=[CH:17][C:16]=1[N+:22]([O-])=O)[C:10]([OH:12])=[O:11])=[O:7])([CH3:4])([CH3:3])[CH3:2].ClCCl.CO>CO.[Pd]>[NH2:22][C:16]1[CH:17]=[C:18]([F:21])[CH:19]=[CH:20][C:15]=1[O:14][CH2:13][C@H:9]([NH:8][C:6]([O:5][C:1]([CH3:4])([CH3:2])[CH3:3])=[O:7])[C:10]([OH:12])=[O:11] |f:1.2|. Reported procedure: 4.35 g (S)-2-tert-Butoxycarbonylamino-3-(4-fluoro-2-nitro-phenoxy)-propionic acid in 80 ml methanol were hydrogenated with 0.14 g Pd(10%)/C. Chromatography on silicagel with dichloromethane/methanol 9:1 yielded 2.08 g (52%) (S)-3-(2-amino-4-fluoro-phenoxy)-2-tert-butoxycarbonylamino-propionic acid as light brown solid, MS m/e (%): 313.0 (M−H+, 100).